This data is from the Open Reaction Database (ORD), a public repository of structured organic reaction records. The task is: describe an organic reaction: reactants, conditions, products, and yield The reactants are [Cl-].[Na+] (sodium chloride), FC(C(=O)NC1CCN(CC1)C(=O)OC(C)(C)C)(F)F (tert-butyl 4-trifluoroacetamido-1-piperidinecarboxylate), C([O-])([O-])=O.[K+].[K+] (potassium carbonate), C(O)([O-])=O.[Na+] (sodium hydrogen carbonate). The solvent is CO (methanol). Yields the product NC1CCN(CC1)C(=O)OC(C)(C)C (tert-butyl 4-amino-1-piperidinecarboxylate). Reaction SMILES: FC(F)(F)C([NH:5][CH:6]1[CH2:11][CH2:10][N:9]([C:12]([O:14][C:15]([CH3:18])([CH3:17])[CH3:16])=[O:13])[CH2:8][CH2:7]1)=O.C(=O)([O-])[O-].[K+].[K+].C(=O)([O-])O.[Na+].[Cl-].[Na+]>CO>[NH2:5][CH:6]1[CH2:7][CH2:8][N:9]([C:12]([O:14][C:15]([CH3:18])([CH3:17])[CH3:16])=[O:13])[CH2:10][CH2:11]1 |f:1.2.3,4.5,6.7|. Reported procedure: A solution of 7.35 g (24.8 mM) of tert-butyl 4-trifluoroacetamido-1-piperidinecarboxylate and 5.71 g (41.3 mM) of potassium carbonate in 50 ml of methanol was stirred at 60° C. for 8 hours. This reaction mixture was poured in aqueous solution of sodium hydrogen carbonate and the mixture was saturated with sodium chloride and extracted with 10 portions of ethyl acetate. The pooled organic layer was dried over MgSO4 and the solvent was distilled off under reduced pressure to recover the title comp... Yields the product CC(=O)CCCCn1c(=O)c2c(ncn2Cc2ccccc2)n(C)c1=O. Reactants: Cn1c(=O)[nH]c(=O)c2c1ncn2Cc1ccccc1, CC(=O)CCCCCl. RXN SMILES: [CH2:1]([c:2]1[cH:3][cH:4][cH:5][cH:6][cH:7]1)[n:8]1[cH:9][n:10][c:11]2[n:12]([CH3:19])[c:13](=[O:18])[nH:14][c:15](=[O:17])[c:16]12.[Cl:20][CH2:21][CH2:22][CH2:23][CH2:24][C:25]([CH3:26])=[O:27]>>[CH2:1]([c:2]1[cH:3][cH:4][cH:5][cH:6][cH:7]1)[n:8]1[cH:9][n:10][c:11]2[n:12]([CH3:19])[c:13](=[O:18])[n:14]([CH2:21][CH2:22][CH2:23][CH2:24][C:25]([CH3:26])=[O:27])[c:15](=[O:17])[c:16]12. Reactants: Clc1ccc(CBr)cc1, CCC(=O)CC(C)=O, CN(C)C=O, Cl, [H-], [Na+]. Product: CCC(=O)C(Cc1ccc(Cl)cc1)C(C)=O. Reaction SMILES: [Br:11][CH2:12][c:13]1[cH:14][cH:15][c:16]([Cl:19])[cH:17][cH:18]1.[CH3:1][C:2]([CH2:3][C:4]([CH2:5][CH3:6])=[O:7])=[O:8].[CH3:20][N:21]([CH3:22])[CH:23]=[O:24].[ClH:25].[H-:9].[Na+:10]>>[CH3:1][C:2]([CH:3]([C:4]([CH2:5][CH3:6])=[O:7])[CH2:12][c:13]1[cH:14][cH:15][c:16]([Cl:19])[cH:17][cH:18]1)=[O:8]. Reactants: CSC=1NC(C(=CN1)C(=O)OCC)=O (Ethyl 1,6-dihydro-2-methylthio-6-oxo-5-pyrimidinecarboxylate), CN(C)C1=CC=C(N)C=C1 (4-(N,N-dimethylamino)aniline). Run in C(C)O (ethanol). Reaction conditions: time 19 hour. Yields the product CN(C)C1=CC=C(NC=2NC(C(=CN2)C(=O)OCC)=O)C=C1 (ethyl 1,6-dihydro-2-[4-(N,N-dimethylamino)anilino]-6-oxo-5-pyrimidinecarboxylate). Yield: 55.6%. RXN SMILES: CS[C:3]1[NH:4][C:5](=[O:14])[C:6]([C:9]([O:11][CH2:12][CH3:13])=[O:10])=[CH:7][N:8]=1.[CH3:15][N:16]([C:18]1[CH:24]=[CH:23][C:21]([NH2:22])=[CH:20][CH:19]=1)[CH3:17]>C(O)C>[CH3:15][N:16]([C:18]1[CH:24]=[CH:23][C:21]([NH:22][C:3]2[NH:4][C:5](=[O:14])[C:6]([C:9]([O:11][CH2:12][CH3:13])=[O:10])=[CH:7][N:8]=2)=[CH:20][CH:19]=1)[CH3:17]. Procedure: Ethyl 1,6-dihydro-2-methylthio-6-oxo-5-pyrimidinecarboxylate (20 g) and 4-(N,N-dimethylamino)aniline (19 g) are added to ethanol (200 ml), and the mixture is refluxed with stirring for 19 hours. After cooling, the precipitate is collected by filtration and recrystallized from a mixture of DMF and water to give ethyl 1,6-dihydro-2-[4-(N,N-dimethylamino)anilino]-6-oxo-5-pyrimidinecarboxylate (15.7 g).